This data is from the Open Reaction Database (ORD), a public repository of structured organic reaction records. The task is: describe an organic reaction: reactants, conditions, products, and yield Reactants: [BH3-]C#N, C1COCCN1, CCCCCCSc1nc(C)cc(C(C)=O)n1, CC(C)O, [Na+]. Product: CCCCCCSc1nc(C)cc(C(C)N2CCOCC2)n1. As a reaction SMILES: [C:24]([BH3-:25])#[N:26].[CH2:18]1[CH2:19][O:20][CH2:21][CH2:22][NH:23]1.[CH2:1]([CH2:2][CH2:3][CH2:4][CH2:5][CH3:6])[S:7][c:8]1[n:9][c:10]([CH3:17])[cH:11][c:12]([C:14]([CH3:15])=[O:16])[n:13]1.[CH3:28][CH:29]([OH:30])[CH3:31].[Na+:27]>>[CH2:1]([CH2:2][CH2:3][CH2:4][CH2:5][CH3:6])[S:7][c:8]1[n:9][c:10]([CH3:17])[cH:11][c:12]([CH:14]([CH3:15])[N:23]2[CH2:18][CH2:19][O:20][CH2:21][CH2:22]2)[n:13]1. Starting materials: CCN(CC)S(F)(F)F, ClCCl, COc1ccc(C(C)(O)CNS(=O)(=O)C(C)C)c(F)c1. The product is COc1ccc(C(C)(F)CNS(=O)(=O)C(C)C)c(F)c1. As a reaction SMILES: [CH2:1]([N:2]([S:3]([F:4])([F:5])[F:7])[CH2:6][CH3:8])[CH3:9].[Cl:30][CH2:31][Cl:32].[F:10][c:11]1[c:12]([C:19]([CH2:20][NH:21][S:22](=[O:23])(=[O:24])[CH:25]([CH3:26])[CH3:27])([CH3:28])[OH:29])[cH:13][cH:14][c:15]([O:17][CH3:18])[cH:16]1>>[F:7][C:19]([c:12]1[c:11]([F:10])[cH:16][c:15]([O:17][CH3:18])[cH:14][cH:13]1)([CH2:20][NH:21][S:22](=[O:23])(=[O:24])[CH:25]([CH3:26])[CH3:27])[CH3:28].